From a dataset of the Open Reaction Database (ORD), a public repository of structured organic reaction records. describe an organic reaction: reactants, conditions, products, and yield The reactants are COC(C=CC(CC1=CN(C2=CC=CC=C12)CC1=CC=CC=C1)NC(CCCCCCC1=CC=CC=C1)=O)=O (5-(1-Benzyl-1H-indol-3-yl)-4-(7-phenyl-heptanoylamino)-pent-2-enoic acid methyl ester). The reagents and catalysts are [Pd] (Pd/C). Solvent: CO (MeOH). Yields the product COC(CC[C@@H](CC1=CN(C2=CC=CC=C12)CC1=CC=CC=C1)NC(CCCCCCC1=CC=CC=C1)=O)=O ((S)-5-(1-Benzyl-1H-indol-3-yl)-4-(7-phenyl-heptanoylamino)-pentanoic acid methyl ester). The yield is 83.4%. Reaction SMILES: [CH3:1][O:2][C:3](=[O:39])[CH:4]=[CH:5][CH:6]([NH:24][C:25](=[O:38])[CH2:26][CH2:27][CH2:28][CH2:29][CH2:30][CH2:31][C:32]1[CH:37]=[CH:36][CH:35]=[CH:34][CH:33]=1)[CH2:7][C:8]1[C:16]2[C:11](=[CH:12][CH:13]=[CH:14][CH:15]=2)[N:10]([CH2:17][C:18]2[CH:23]=[CH:22][CH:21]=[CH:20][CH:19]=2)[CH:9]=1>CO.[Pd]>[CH3:1][O:2][C:3](=[O:39])[CH2:4][CH2:5][C@H:6]([NH:24][C:25](=[O:38])[CH2:26][CH2:27][CH2:28][CH2:29][CH2:30][CH2:31][C:32]1[CH:33]=[CH:34][CH:35]=[CH:36][CH:37]=1)[CH2:7][C:8]1[C:16]2[C:11](=[CH:12][CH:13]=[CH:14][CH:15]=2)[N:10]([CH2:17][C:18]2[CH:19]=[CH:20][CH:21]=[CH:22][CH:23]=2)[CH:9]=1. Procedure: 5-(1-Benzyl-1H-indol-3-yl)-4-(7-phenyl-heptanoylamino)-pent-2-enoic acid methyl ester (67 mg, 0.128 mmol) in MeOH (40 mL) was hydrogenated at 15 psi for 15 min using 10% Pd/C. The solution was filtered and the solvent removed to afford the title compound (56 mg, 83%), mp 107.1-109.2° C. 1H NMR (CDCl3) δ 1.21-1.34 (4H, m), 1.47-1.77 (5H, m), 1.87-1.98 (1H, m), 2.04 (2H, t, J=7.53 Hz), 2.26-2.44 (2H, m), 2.57 (2H, t, J=7.69 Hz), 2.91 (1H, dd, J=6.53, 14.63 Hz), 2.98 (1H, dd, J=5.52, 14.63 Hz), 3.6... The reactants are CNC(=O)C=1C(=NOC1C)C1=C(C=CC=C1)Cl (3-(2-chloro-phenyl)-5-methyl-isoxazole-4-carboxylic acid methylamide), O1COC2=C1C=CC(=C2)C=O (benzo[1,3]dioxole-5-carbaldehyde). Yields the product O1COC2=C1C=CC(=C2)C2=CC1=C(C(N2C)=O)C(=NO1)C1=C(C=CC=C1)Cl (6-Benzo[1,3]dioxol-5-yl-3-(2-chloro-phenyl)-5-methyl-5H-isoxazolo[4,5-c]pyridin-4-one). Reaction SMILES: [CH3:1][NH:2][C:3]([C:5]1[C:6]([C:11]2[CH:16]=[CH:15][CH:14]=[CH:13][C:12]=2[Cl:17])=[N:7][O:8][C:9]=1[CH3:10])=[O:4].[O:18]1[C:22]2[CH:23]=[CH:24][C:25]([CH:27]=O)=[CH:26][C:21]=2[O:20][CH2:19]1>>[O:18]1[C:22]2[CH:23]=[CH:24][C:25]([C:27]3[N:2]([CH3:1])[C:3](=[O:4])[C:5]4[C:6]([C:11]5[CH:16]=[CH:15][CH:14]=[CH:13][C:12]=5[Cl:17])=[N:7][O:8][C:9]=4[CH:10]=3)=[CH:26][C:21]=2[O:20][CH2:19]1. Reported procedure: This compound is obtained using 3-(2-chloro-phenyl)-5-methyl-isoxazole-4-carboxylic acid methylamide and benzo[1,3]dioxole-5-carbaldehyde in 35% as a beige solid. Mass spectrum: m/z (M+H)+: 380.9, 382.9 Reactants: CO, CS(=O)(=O)c1ccc(C(CC2CCC(OC=O)C2)C(=O)Nc2cnccn2)cc1Cl, N. Product: CS(=O)(=O)c1ccc(C(CC2CCC(O)C2)C(=O)Nc2cnccn2)cc1Cl. RXN SMILES: [CH3:32][OH:33].[Cl:1][c:2]1[cH:3][c:4]([CH:12]([CH2:13][CH:14]2[CH2:15][CH:16]([O:19][CH:20]=[O:21])[CH2:17][CH2:18]2)[C:22]([NH:23][c:24]2[n:25][cH:26][cH:27][n:28][cH:29]2)=[O:30])[cH:5][cH:6][c:7]1[S:8](=[O:9])(=[O:10])[CH3:11].[NH3:31]>>[Cl:1][c:2]1[cH:3][c:4]([CH:12]([CH2:13][CH:14]2[CH2:15][CH:16]([OH:19])[CH2:17][CH2:18]2)[C:22]([NH:23][c:24]2[n:25][cH:26][cH:27][n:28][cH:29]2)=[O:30])[cH:5][cH:6][c:7]1[S:8](=[O:9])(=[O:10])[CH3:11].